This data is from the Open Reaction Database (ORD), a public repository of structured organic reaction records. The task is: describe an organic reaction: reactants, conditions, products, and yield Starting materials: N1C(CC1)=O (azetidinone), δ(CDCl3), δ(CDCl3), [Si](C)(C)(C(C)(C)C)N1C(CC1SC(C1=CC=CC=C1)(C1=CC=CC=C1)C1=CC=CC=C1)=O (1-t-butyldimethylsilyl-4-tritylthioazetidin-2-one), CC=1OC(=C(N1)C)C=O (2,4-dimethyloxazole-5-carboxaldehyde), 1(a), N1C(CC1)=O (azetidinone). The solvent is C(Cl)Cl (CH2Cl2), C(Cl)Cl (CH2Cl2). The product is [Si](C)(C)(C(C)(C)C)N1C(C(C1SC(C1=CC=CC=C1)(C1=CC=CC=C1)C1=CC=CC=C1)C(O)C1=C(N=C(O1)C)C)=O (1-t-Butyldimethylsilyl-3-[(2,4-dimethyloxazol-5-yl)hydroxymethyl]-4-tritylthioazetidin-2-one). RXN SMILES: [Si:1]([N:8]1[CH:11]([S:12][C:13]([C:26]2[CH:31]=[CH:30][CH:29]=[CH:28][CH:27]=2)([C:20]2[CH:25]=[CH:24][CH:23]=[CH:22][CH:21]=2)[C:14]2[CH:19]=[CH:18][CH:17]=[CH:16][CH:15]=2)[CH2:10][C:9]1=[O:32])([C:4]([CH3:7])([CH3:6])[CH3:5])([CH3:3])[CH3:2].[CH3:33][C:34]1[O:35][C:36]([CH:40]=[O:41])=[C:37]([CH3:39])[N:38]=1.N1CCC1=O>C(Cl)Cl>[Si:1]([N:8]1[CH:11]([S:12][C:13]([C:26]2[CH:31]=[CH:30][CH:29]=[CH:28][CH:27]=2)([C:20]2[CH:25]=[CH:24][CH:23]=[CH:22][CH:21]=2)[C:14]2[CH:15]=[CH:16][CH:17]=[CH:18][CH:19]=2)[CH:10]([CH:40]([C:36]2[O:35][C:34]([CH3:33])=[N:38][C:37]=2[CH3:39])[OH:41])[C:9]1=[O:32])([C:4]([CH3:7])([CH3:6])[CH3:5])([CH3:3])[CH3:2]. Procedure details: 1-t-Butyldimethylsilyl-4-tritylthioazetidin-2-one (1) (1.99 g, 4.34 mmol) was reacted with 2,4-dimethyloxazole-5-carboxaldehyde (45) (520 mg, 4.16 mmol) using the method described in preparation 1(a) to give after work-up two fractions which were partially separable by chromatography. The less polar fraction (290 mg) contained a 4:1 mixture of a trans (isomer A) and a cis isomer (isomer B) of the title azetidinone (46); νmax (CH2Cl2) 3600-3300, 1745 cm-1 ; δ(CDCl3) 0.13 (4.8H, s), 0.35 (0.6H, s)...